This data is from the Open Reaction Database (ORD), a public repository of structured organic reaction records. The task is: describe an organic reaction: reactants, conditions, products, and yield Starting materials: CC(=O)OC1CCC2(C)C(CCC3C2CCC2(C)C(CC#N)CCC32O)C1, CO, [Na+], [Na+], C1CCOC1, [OH-], O=P([O-])(O)O. Product: CC12CCC(O)CC1CCC1C2CCC2(C)C(CC#N)CCC12O. RXN SMILES: [C:1](=[O:2])([CH3:3])[O:4][CH:5]1[CH2:6][CH:7]2[CH2:8][CH2:9][CH:10]3[C:11]4([OH:27])[CH2:12][CH2:13][CH:14]([CH2:15][C:16]#[N:17])[C:18]4([CH3:26])[CH2:19][CH2:20][CH:21]3[C:22]2([CH3:25])[CH2:23][CH2:24]1.[CH3:34][OH:35].[Na+:28].[Na+:42].[O:36]1[CH2:37][CH2:38][CH2:39][CH2:40]1.[OH-:41].[OH:29][P:30](=[O:31])([O-:32])[OH:33]>>[OH:4][CH:5]1[CH2:6][CH:7]2[CH2:8][CH2:9][CH:10]3[C:11]4([OH:27])[CH2:12][CH2:13][CH:14]([CH2:15][C:16]#[N:17])[C:18]4([CH3:26])[CH2:19][CH2:20][CH:21]3[C:22]2([CH3:25])[CH2:23][CH2:24]1.